This data is from the Open Reaction Database (ORD), a public repository of structured organic reaction records. The task is: describe an organic reaction: reactants, conditions, products, and yield Reactants: N1CCCCC1 (piperidine), C(C)(=O)O (acetic acid), C(C)C(C(=O)[O-])(C(=O)[O-])CC (diethylmalonate), ClC1=C(C(=NC=C1)C(C=O)C1CC1)C (2-(4-chloro-3-methyl-2-pyridyl)-2-cyclopropylethanal). Run in C(C)O (ethanol). Reaction conditions: temperature 100 celsius. Product: ClC=1C=CN2C(C(=CC(=C2C1C)C1CC1)C(=O)OCC)=O (ethyl 8-chloro-1-cyclopropyl-9-methyl-4-oxo-4H-quinolizine-3-carboxylate). As a reaction SMILES: [Cl:1][C:2]1[CH:7]=[CH:6][N:5]=[C:4]([CH:8]([CH:11]2[CH2:13][CH2:12]2)[CH:9]=O)[C:3]=1[CH3:14].N1CCC[CH2:17][CH2:16]1.C(O)(=O)C.C([C:27](CC)([C:31]([O-:33])=O)[C:28]([O-:30])=[O:29])C>C(O)C>[Cl:1][C:2]1[CH:7]=[CH:6][N:5]2[C:4]([C:3]=1[CH3:14])=[C:8]([CH:11]1[CH2:13][CH2:12]1)[CH:9]=[C:27]([C:28]([O:30][CH2:16][CH3:17])=[O:29])[C:31]2=[O:33]. Reported procedure: 1.31 g of 2-(4-chloro-3-methyl-2-pyridyl)-2-cyclopropylethanal (XII) was dissolved in 45 ml of anhydrous ethanol, and 1.48 ml of piperidine, 1.48 ml of acetic acid and 4.75 ml of diethylmalonate were added thereto and the resulting mixture was heated at 100° C. for 5 hours. The solvent was distilled off under reduced pressure, and thereafter, the resulting mixture was diluted with ether and the resulting organic layer was washed with water and saturated salt water, and thereafter, dried over anh... Reactants: [H][H] (hydrogen), 102, O=C1CCN(CC1)C(=O)OCC (ethyl 4-oxo-1-piperidinecarboxylate), CN (methanamine). Reagents/catalysts: [Pd] (palladium-on-charcoal). Solvent: CO (methanol). Yields the product 111, CNC1CCN(CC1)C(=O)OCC (ethyl 4-(methylamino)-1-piperidinecarboxylate). RXN SMILES: O=[C:2]1[CH2:7][CH2:6][N:5]([C:8]([O:10][CH2:11][CH3:12])=[O:9])[CH2:4][CH2:3]1.[CH3:13][NH2:14].[H][H]>[Pd].CO>[CH3:13][NH:14][CH:2]1[CH2:7][CH2:6][N:5]([C:8]([O:10][CH2:11][CH3:12])=[O:9])[CH2:4][CH2:3]1. Procedure details: A mixture of 102 parts of ethyl 4-oxo-1-piperidinecarboxylate, 50 parts of methanamine and 400 parts of methanol is hydrogenated at normal pressure and at room temperature with 5 parts of palladium-on-charcoal catalyst 10%. After the calculated amount of hydrogen is taken up, the catalyst is filtered off over Hyflo and the filtrate is evaporated, yielding 111 parts of ethyl 4-(methylamino)-1-piperidinecarboxylate as a residue. The reactants are NN (hydrazine), OC1CCNCC1 (4-hydroxypiperidine), C([O-])([O-])=O.[K+].[K+] (potassium carbonate), COC(CBr)=O (methylbromoacetate). Solvent: C(C)#N (acetonitrile), C(C)O (ethanol). Run at temperature 85 celsius, time 8 hour. Product: NNC(CN1CCC(CC1)O)=O (N-Amino-2-(4-hydroxypiperidyl)acetamide). Yield: 94.6%. RXN SMILES: [OH:1][CH:2]1[CH2:7][CH2:6][NH:5][CH2:4][CH2:3]1.C(=O)([O-])[O-].[K+].[K+].C[O:15][C:16](=O)[CH2:17]Br.[NH2:20][NH2:21]>C(#N)C.C(O)C>[NH2:20][NH:21][C:16](=[O:15])[CH2:17][N:5]1[CH2:6][CH2:7][CH:2]([OH:1])[CH2:3][CH2:4]1 |f:1.2.3|. Procedure: To a solution of 4-hydroxypiperidine (1.1 g, 0.011 mol) and potassium carbonate (1.52 g, 0.011 mol) in acetonitrile (˜20 mL) was added methylbromoacetate (0.93 mL, 0.01 mol) and the mixture was stirred in a nitrogen atmosphere overnight. The solvent was removed and the material was taken up in methanol. Gaseous hydrochloric acid was bubbled into solution. The methanol was removed and the material was taken up in tetrahydrofuran and sonicated. A solid was collected using a fritted funnel. The sol... Reactants: C(C)(C)(C)C1=CC=C(CN(C(COC2=CC=C(C=C2)CCOC2=C(C(=O)OC)C=CC=C2)=O)CC)C=C1 (Methyl 2-[2-(4-{2-[(4-tert-butylbenzyl)(ethyl)amino]-2-oxoethoxy}phenyl)-ethoxy]benzoate), O (water). Solvent: C1CCOC1 (THF). Product: C(C)(C)(C)C1=CC=C(CN(C(COC2=CC=C(C=C2)CCOC2=C(C(=O)O)C=CC=C2)=O)CC)C=C1 (2-[2-(4-{2-[(4-tert-butylbenzyl)(ethyl)amino]-2-oxoethoxy}phenyl)ethoxy]benzoic acid). Isolated yield 73.2%. RXN SMILES: [C:1]([C:5]1[CH:37]=[CH:36][C:8]([CH2:9][N:10]([CH2:34][CH3:35])[C:11](=[O:33])[CH2:12][O:13][C:14]2[CH:19]=[CH:18][C:17]([CH2:20][CH2:21][O:22][C:23]3[CH:32]=[CH:31][CH:30]=[CH:29][C:24]=3[C:25]([O:27]C)=[O:26])=[CH:16][CH:15]=2)=[CH:7][CH:6]=1)([CH3:4])([CH3:3])[CH3:2].O>C1COCC1>[C:1]([C:5]1[CH:6]=[CH:7][C:8]([CH2:9][N:10]([CH2:34][CH3:35])[C:11](=[O:33])[CH2:12][O:13][C:14]2[CH:19]=[CH:18][C:17]([CH2:20][CH2:21][O:22][C:23]3[CH:32]=[CH:31][CH:30]=[CH:29][C:24]=3[C:25]([OH:27])=[O:26])=[CH:16][CH:15]=2)=[CH:36][CH:37]=1)([CH3:3])([CH3:2])[CH3:4]. Procedure details: Methyl 2-[2-(4-{2-[(4-tert-butylbenzyl)(ethyl)amino]-2-oxoethoxy}phenyl)-ethoxy]benzoate (0.2290 g, 0.455 mmol) was dissolved in a mixture of THF (freshly distilled)/water (2/1, 3 ml), lithium-hydroxide (0.218 g, 0.909 mmol) was added. The reaction was performed in a single node microwave oven (5 min, 150 deg). THF was removed by evaporation. Water was added (10 ml) and the basic water phase was washed with diethyl ether (2×10 ml). Addition of HCl (2 ml, 1 M, pH 1). The water phase was extracted... The reactants are [Al+3], CCOC(=O)CCc1cnn(C)c1, [H-], [H-], [H-], [H-], [Li+], [Na+], C1CCOC1, [OH-], O. As a reaction SMILES: [Al+3:15].[CH3:1][n:2]1[n:3][cH:4][c:5]([CH2:7][CH2:8][C:9](=[O:10])[O:11][CH2:12][CH3:13])[cH:6]1.[H-:14].[H-:17].[H-:18].[H-:19].[Li+:16].[Na+:22].[O:23]1[CH2:24][CH2:25][CH2:26][CH2:27]1.[OH-:21].[OH2:20]>>[CH3:1][n:2]1[n:3][cH:4][c:5]([CH2:7][CH2:8][CH2:9][OH:10])[cH:6]1. Yields the product Cn1cc(CCCO)cn1. Reactants: C(C)(C)(C)OC(=O)NC1=C(C(C(=O)OC)=C(C=C1)O)C(=O)OC (dimethyl 3-(tert-butoxycarbonylamino)-6-hydroxyphthalate), Cl.NC1C(NC(CC1)=O)=O (3-aminopiperidine-2,6-dione hydrochloride). Solvent: N1=CC=CC=C1 (pyridine). Yields the product O=C1NC(CCC1N1C(C2=C(C=CC(=C2C1=O)NC(OC(C)(C)C)=O)O)=O)=O (tert-butyl 2-(2,6-dioxopiperidin-3-yl)-7-hydroxy-1,3-dioxoisoindolin-4-ylcarbamate). Yield: 73.2%. RXN SMILES: [C:1]([O:5][C:6]([NH:8][C:9]1[CH:18]=[CH:17][C:16]([OH:19])=[C:11]([C:12]([O:14]C)=O)[C:10]=1[C:20]([O:22]C)=O)=[O:7])([CH3:4])([CH3:3])[CH3:2].Cl.[NH2:25][CH:26]1[CH2:31][CH2:30][C:29](=[O:32])[NH:28][C:27]1=[O:33]>N1C=CC=CC=1>[O:33]=[C:27]1[CH:26]([N:25]2[C:20](=[O:22])[C:10]3[C:11](=[C:16]([OH:19])[CH:17]=[CH:18][C:9]=3[NH:8][C:6](=[O:7])[O:5][C:1]([CH3:2])([CH3:3])[CH3:4])[C:12]2=[O:14])[CH2:31][CH2:30][C:29](=[O:32])[NH:28]1 |f:1.2|. Procedure details: A solution of dimethyl 3-(tert-butoxycarbonylamino)-6-hydroxyphthalate C3-3 (7.68 g, 23.6 mmol) and 3-aminopiperidine-2,6-dione hydrochloride (7.77 g, 47.2 mmol) in pyridine (150 mL) was heated at 100° C. overnight. The solvent was removed in vacuo and the residue was purified by chromatography (silica gel, DCM:MeOH:PE) to give compound C3-4 as a yellow solid (6.73 g, yield: 73%). 1H NMR (DMSO-d6, 400 MHz) δ: 1.47 (s, 9H), 1.98-2.02 (m, 1H), 2.54-2.60 (m, 2H), 2.83-2.92 (m, 1H), 5.04 (dd, J=13.0... Starting materials: NCCN1C=C2N(C(N(C(C2=C1C1=CC=CC=C1)=O)C)=O)C (6-(2-Amino-ethyl)-1,3-dimethyl-5-phenyl-1,6-dihydro-pyrrolo[3,4-d]pyrimidine-2,4-dione), CC=1C=C(C(=O)Cl)C=CC1 (3-methylbenzoyl chloride). Procedure: This compound was prepared analogously to Intermediate A by replacing benzoyl chloride (step 2) with 3-methylbenzoyl chloride (commercial). Product: NCCN1C=C2N(C(N(C(C2=C1C=1C=C(C=CC1)C)=O)C)=O)C (6-(2-Aminoethyl)-1,3-dimethyl-5-(m-tolyl)-1H-pyrrolo[3,4-d]pyrimidine-2,4(3H,6H)-dione). As a reaction SMILES: [NH2:1][CH2:2][CH2:3][N:4]1[C:12]([C:13]2[CH:18]=[CH:17][CH:16]=[CH:15][CH:14]=2)=[C:11]2[C:6]([N:7]([CH3:22])[C:8](=[O:21])[N:9]([CH3:20])[C:10]2=[O:19])=[CH:5]1.[CH3:23]C1C=C(C=CC=1)C(Cl)=O>>[NH2:1][CH2:2][CH2:3][N:4]1[C:12]([C:13]2[CH:18]=[C:17]([CH3:23])[CH:16]=[CH:15][CH:14]=2)=[C:11]2[C:6]([N:7]([CH3:22])[C:8](=[O:21])[N:9]([CH3:20])[C:10]2=[O:19])=[CH:5]1.